This data is from the Open Reaction Database (ORD), a public repository of structured organic reaction records. The task is: describe an organic reaction: reactants, conditions, products, and yield Reactants: N[C@@H]1[C@@H](CN(CC1)C1=CC(=NC(=C1)C)C(=O)OC)OC (Methyl cis(±)-4-(4-amino-3-methoxypiperidin-1-yl)-6-methylpyridine-2-carboxylate), CCN=C=NCCCN(C)C.Cl (WSC hydrochloride), C=1C=CC2=C(C1)N=NN2O (HOBt), ClC=1N=C(NC1CC)C(=O)O (4-chloro-5-ethyl-1H-imidazole-2-carboxylic acid), ClC=1N=C(NC1CC)C(=O)O (4-Chloro-5-ethyl-1H-imidazole-2-carboxylic acid). Product: ClC=1N=C(NC1CC)C(=O)N[C@@H]1[C@@H](CN(CC1)C1=CC(=NC(=C1)C)C(=O)OC)OC (Methyl cis(±)-4-(4-{[(4-chloro-5-ethyl-1H-imidazol-2-yl)carbonyl]amino}-3-methoxypiperidin-1-yl)-6-methylpyridine-2-carboxylate). As a reaction SMILES: [NH2:1][C@H:2]1[CH2:7][CH2:6][N:5]([C:8]2[CH:13]=[C:12]([CH3:14])[N:11]=[C:10]([C:15]([O:17][CH3:18])=[O:16])[CH:9]=2)[CH2:4][C@H:3]1[O:19][CH3:20].[Cl:21][C:22]1[N:23]=[C:24]([C:29](O)=[O:30])[NH:25][C:26]=1[CH2:27][CH3:28].CCN=C=NCCCN(C)C.Cl.C1C=CC2N(O)N=NC=2C=1>>[Cl:21][C:22]1[N:23]=[C:24]([C:29]([NH:1][C@H:2]2[CH2:7][CH2:6][N:5]([C:8]3[CH:13]=[C:12]([CH3:14])[N:11]=[C:10]([C:15]([O:17][CH3:18])=[O:16])[CH:9]=3)[CH2:4][C@H:3]2[O:19][CH3:20])=[O:30])[NH:25][C:26]=1[CH2:27][CH3:28] |f:2.3|. Procedure: The same operation as in Example (1g) was performed using methyl cis(±)-4-(4-amino-3-methoxypiperidin-1-yl)-6-methylpyridine-2-carboxylate obtained in Example (168b) (129 mg, 0.44 mmol), 4-chloro-5-ethyl-1H-imidazole-2-carboxylic acid obtained by the method described in Example (1d) (64 mg, 0.37 mmol), WSC hydrochloride (211 mg, 1.1 mmol) and HOBt (49.7 mg, 0.37 mmol), to obtain 174 mg of the title compound as a pale yellow oily substance. The reactants are COC1=CC=C(C=N1)NC(C1=CC=CC=C1)=O (N-(6-Methoxy-pyridin-3-yl)-benzamide). Run in O1CCCC1 (tetrahydrofuran), diethyl ether. HCl. Run at temperature 180 celsius. Yields the product OC1=CC=C(C=N1)NC(C1=CC=CC=C1)=O (N-(6-Hydroxy-pyridin-3-yl)-benzamide). Isolated yield 53.4%. As a reaction SMILES: C[O:2][C:3]1[N:8]=[CH:7][C:6]([NH:9][C:10](=[O:17])[C:11]2[CH:16]=[CH:15][CH:14]=[CH:13][CH:12]=2)=[CH:5][CH:4]=1>O1CCCC1>[OH:2][C:3]1[N:8]=[CH:7][C:6]([NH:9][C:10](=[O:17])[C:11]2[CH:16]=[CH:15][CH:14]=[CH:13][CH:12]=2)=[CH:5][CH:4]=1. Reported procedure: N-(6-Methoxy-pyridin-3-yl)-benzamide (2.38 g, 10.4 mmol) was dissolved in a mixture of tetrahydrofuran and diethyl ether. HCl-gas was bubbled into the solution for 5 minutes. More diethyl ether was added and the white precipitate was collected by suction, washed twice with diethyl ether and heated in a kugelrohr apparatus at 180° C. for 0.5 hours. The solid material was crystallised from methanol:water, washed twice with water and dried overnight in a vacuum oven, yielding the title compound (1.... Starting materials: N(=[N+]=[N-])CCC1=CC=C(C=C1)N1C(=NC(=C1)C1=CC=CC=C1)CC (1-[4-(2-azidoethyl)phenyl]-2-ethyl-4-phenyl-1H-imidazole). Reagents/catalysts: [Pd] (Pd—C). Run in CO (methanol). Reaction conditions: time 4 hour. Product: C(C)C=1N(C=C(N1)C1=CC=CC=C1)C1=CC=C(C=C1)CCN (2-[4-(2-ethyl-4-phenyl-1H-imidazol-1-yl)phenyl]ethylamine). Yield: 103.0%. Reaction SMILES: [N:1]([CH2:4][CH2:5][C:6]1[CH:11]=[CH:10][C:9]([N:12]2[CH:16]=[C:15]([C:17]3[CH:22]=[CH:21][CH:20]=[CH:19][CH:18]=3)[N:14]=[C:13]2[CH2:23][CH3:24])=[CH:8][CH:7]=1)=[N+]=[N-]>CO.[Pd]>[CH2:23]([C:13]1[N:12]([C:9]2[CH:8]=[CH:7][C:6]([CH2:5][CH2:4][NH2:1])=[CH:11][CH:10]=2)[CH:16]=[C:15]([C:17]2[CH:18]=[CH:19][CH:20]=[CH:21][CH:22]=2)[N:14]=1)[CH3:24]. Reported procedure: To a solution of 1-[4-(2-azidoethyl)phenyl]-2-ethyl-4-phenyl-1H-imidazole (960 mg, 3.0 mmol) in methanol (50 mL) was added 10% Pd—C (50 mg). The resulting mixture was stirred for 4 h under hydrogen atmosphere. The mixture was filtered through a pad of Celite and the filtrate was concentrated to afford 900 mg (94%) of the title compound as colorless amorphous: MS (ESI) m/z 292 [M+H]+1H-NMR (CDCl3) δ1.26 (2H, t, J=7.5 Hz), 2.72 (3H, q, J=7.7 Hz), 2.84 (2H, t, J=6.6 Hz), 3.01-3.06 (2H, br), 7.20-7.... Reactants: [BH4-], CCOC(=O)CC1CN=C(c2cc3cccc(N(C)S(=O)(=O)c4ccccc4C(F)(F)F)c3[nH]2)S1, CO, [Li+], C1CCOC1, O=C(O)CC(O)(CC(=O)O)C(=O)O. Reaction SMILES: [BH4-:36].[CH3:1][N:2]([c:3]1[cH:4][cH:5][cH:6][c:7]2[cH:8][c:9]([C:12]3=[N:16][CH2:15][CH:14]([CH2:17][C:18](=[O:19])[O:20][CH2:21][CH3:22])[S:13]3)[nH:10][c:11]12)[S:23](=[O:24])(=[O:25])[c:26]1[c:27]([C:32]([F:33])([F:34])[F:35])[cH:28][cH:29][cH:30][cH:31]1.[CH3:56][OH:57].[Li+:37].[O:38]1[CH2:39][CH2:40][CH2:41][CH2:42]1.[OH:43][C:44]([CH2:45][C:46]([C:47](=[O:48])[OH:49])([CH2:50][C:51](=[O:52])[OH:53])[OH:54])=[O:55]>>[CH3:1][N:2]([c:3]1[cH:4][cH:5][cH:6][c:7]2[cH:8][c:9]([C:12]3=[N:16][CH2:15][CH:14]([CH2:17][CH2:18][OH:19])[S:13]3)[nH:10][c:11]12)[S:23](=[O:24])(=[O:25])[c:26]1[c:27]([C:32]([F:33])([F:34])[F:35])[cH:28][cH:29][cH:30][cH:31]1. Product: CN(c1cccc2cc(C3=NCC(CCO)S3)[nH]c12)S(=O)(=O)c1ccccc1C(F)(F)F. Reactants: C(CC)(=O)C1=CC=NC=C1 (4-propionylpyridine), C(CCC)[Li] (n-Butyl lithium), solution, [I-].C[S+](C)C (trimethyl sulphonium iodide), O (water). The solvent is C1CCOC1 (THF), CCCCCC (hexane), C1CCOC1 (THF). Product: C(C)C1(OC1)C1=CC=NC=C1 (2-ethyl-2-(4-pyridyl)oxirane). RXN SMILES: [CH2:1]([Li])CCC.[I-].C[S+](C)C.[C:11]([C:15]1[CH:20]=[CH:19][N:18]=[CH:17][CH:16]=1)(=[O:14])[CH2:12][CH3:13].O>CCCCCC.C1COCC1>[CH2:12]([C:11]1([C:15]2[CH:20]=[CH:19][N:18]=[CH:17][CH:16]=2)[CH2:1][O:14]1)[CH3:13] |f:1.2|. Reported procedure: n-Butyl lithium (7.3 cm3 of a 1.6M solution in hexane) was added at 0° to a stirred suspension of trimethyl sulphonium iodide (2.45 g) in THF (40 cm3) under nitrogen. After 5 minutes 4-propionylpyridine (1.35 g) in THF (5 cm3) was added, the mixture was allowed to warm to room temperature over 1.5 hours, water (20 cm3) was added and volatile material was removed in vacuo. The residue was partitioned between ether and water, the ethereal layer was dried (MgSO4) and evaporated and the residue was ...